From a dataset of the Open Reaction Database (ORD), a public repository of structured organic reaction records. describe an organic reaction: reactants, conditions, products, and yield Starting materials: BrC=1C(=NC=C(C(=O)NC2=CC=C(C=C2)OC(F)(F)F)C1)NCCO (5-bromo-6-((2-hydroxyethyl)amino)-N-(4-(trifluoromethoxy)phenyl)nicotinamide), N1=CC(=CC=C1)B(O)O (pyridin-3-ylboronic acid). Product: OCCNC1=NC=C(C=C1C=1C=NC=CC1)C(=O)NC1=CC=C(C=C1)OC(F)(F)F (2-((2-Hydroxyethyl)amino)-N-(4-(trifluoromethoxy)phenyl)-[3,3′-bipyridine]-5-carboxamide). RXN SMILES: Br[C:2]1[C:3]([NH:22][CH2:23][CH2:24][OH:25])=[N:4][CH:5]=[C:6]([CH:21]=1)[C:7]([NH:9][C:10]1[CH:15]=[CH:14][C:13]([O:16][C:17]([F:20])([F:19])[F:18])=[CH:12][CH:11]=1)=[O:8].[N:26]1[CH:31]=[CH:30][CH:29]=[C:28](B(O)O)[CH:27]=1>>[OH:25][CH2:24][CH2:23][NH:22][C:3]1[C:2]([C:28]2[CH:27]=[N:26][CH:31]=[CH:30][CH:29]=2)=[CH:21][C:6]([C:7]([NH:9][C:10]2[CH:15]=[CH:14][C:13]([O:16][C:17]([F:20])([F:19])[F:18])=[CH:12][CH:11]=2)=[O:8])=[CH:5][N:4]=1. Procedure details: The title compound was prepared in an analogous fashion to that described in Example 152 using 5-bromo-6-((2-hydroxyethyl)amino)-N-(4-(trifluoromethoxy)phenyl)nicotinamide (Stage 159.1) and pyridin-3-ylboronic acid. LC-MS (Condition 6) tR=0.88 min, m/z=419.0 [M+H]+. Reactants: FC1=C(C(=C(C(=C1C#N)F)C#N)F)F (tetrafluoroisophthalonitrile), [F-].[K+] (potassium fluoride), C1(CCCCC1)O (cyclohexanol). The solvent is C(C)#N (acetonitrile). Conditions: time 24 hour. Yields the product FC1=C(C#N)C(=C(C(=C1C#N)F)F)OC1CCCCC1 (2,4,5-Trifluoro-6-cyclohexanyloxyisophthalonitrile). Isolated yield 88.0%. Reaction SMILES: F[C:2]1[C:7]([C:8]#[N:9])=[C:6]([F:10])[C:5]([C:11]#[N:12])=[C:4]([F:13])[C:3]=1[F:14].[F-].[K+].[CH:17]1([OH:23])[CH2:22][CH2:21][CH2:20][CH2:19][CH2:18]1>C(#N)C>[F:10][C:6]1[C:5]([C:11]#[N:12])=[C:4]([F:13])[C:3]([F:14])=[C:2]([O:23][CH:17]2[CH2:22][CH2:21][CH2:20][CH2:19][CH2:18]2)[C:7]=1[C:8]#[N:9] |f:1.2|. Procedure details: A 5.0 g amount of tetrafluoroisophthalonitrile and 2.18 g of potassium fluoride were dissolved in 25 ml of acetonitrile, and 3.83 g of cyclohexanol was then dropwise added to the mixture. After the dropwise addition, the mixture was stirred at room temperature for 24 hours. The reaction mixture was filtered, the filtrate was concentrated in vacuo, and the concentrated liquid was poured to 50 ml of water. The resultant mixture was extracted with carbon tetrachloride. After washing with water, the... Starting materials: [BH4-], O=Cc1ccccc1OCc1ccccc1, CCO, [Na+]. Yields the product OCc1ccccc1OCc1ccccc1. Reaction SMILES: [BH4-:17].[CH2:1]([c:2]1[cH:3][cH:4][cH:5][cH:6][cH:7]1)[O:8][c:9]1[c:10]([CH:11]=[O:12])[cH:13][cH:14][cH:15][cH:16]1.[CH3:19][CH2:20][OH:21].[Na+:18]>>[CH2:1]([c:2]1[cH:3][cH:4][cH:5][cH:6][cH:7]1)[O:8][c:9]1[c:10]([CH2:11][OH:12])[cH:13][cH:14][cH:15][cH:16]1.